Dataset: the Open Reaction Database (ORD), a public repository of structured organic reaction records. Task: describe an organic reaction: reactants, conditions, products, and yield The reactants are ClC1=NC(=NC(=C1)C1=CC=CC=C1)N1CCC(CC1)O (1-(4-chloro-6-phenyl-pyrimidin-2-yl)-piperidin-4-ol), ClC=1C=C(N)C=CC1OC (3-chloro-4-methoxyaniline). Solvent: C(CCC)O (1-butanol). Conditions: temperature 120 celsius, time 12 hour. The product is ClC=1C=C(C=CC1OC)NC1=NC(=NC(=C1)C1=CC=CC=C1)N1CCC(CC1)O (1-[4-(3-chloro-4-methoxy-phenylamino)-6-phenyl-pyrimidin-2-yl]-piperidin-4-ol). RXN SMILES: Cl[C:2]1[CH:7]=[C:6]([C:8]2[CH:13]=[CH:12][CH:11]=[CH:10][CH:9]=2)[N:5]=[C:4]([N:14]2[CH2:19][CH2:18][CH:17]([OH:20])[CH2:16][CH2:15]2)[N:3]=1.[Cl:21][C:22]1[CH:23]=[C:24]([CH:26]=[CH:27][C:28]=1[O:29][CH3:30])[NH2:25]>C(O)CCC>[Cl:21][C:22]1[CH:23]=[C:24]([NH:25][C:2]2[CH:7]=[C:6]([C:8]3[CH:13]=[CH:12][CH:11]=[CH:10][CH:9]=3)[N:5]=[C:4]([N:14]3[CH2:19][CH2:18][CH:17]([OH:20])[CH2:16][CH2:15]3)[N:3]=2)[CH:26]=[CH:27][C:28]=1[O:29][CH3:30]. Reported procedure: A mixture of compound, 1-(4-chloro-6-phenyl-pyrimidin-2-yl)-piperidin-4-ol (3.97 g, 13.7 mmol), 3-chloro-4-methoxyaniline (2.13 g, 13.7 mmol) in 1-butanol (30 mL) was stirred at 120° C. for 12 hours. The mixture was then cooled to temperature in the range of 20-40° C. The solid precipitated was filtered, collected, stirred in isopropanol (10 mL), filtered, and dried to give the desired compound as a white solid. Reactants: COC(=O)c1cc(O)c(C)cc1Br, CI, CC(C)=O, [K+], [K+], O=C([O-])[O-]. The product is COC(=O)c1cc(OC)c(C)cc1Br. RXN SMILES: [Br:1][c:2]1[c:3]([C:4](=[O:5])[O:6][CH3:7])[cH:8][c:9]([OH:13])[c:10]([CH3:12])[cH:11]1.[CH3:20][I:21].[CH3:22][C:23](=[O:24])[CH3:25].[K+:14].[K+:15].[O-:16][C:17]([O-:18])=[O:19]>>[Br:1][c:2]1[c:3]([C:4](=[O:5])[O:6][CH3:7])[cH:8][c:9]([O:13][CH3:17])[c:10]([CH3:12])[cH:11]1. Isolated yield 60.3%. Yields the product CS(=O)(=O)N1N(C(NC(C1)=O)=O)CC1=CC=C(C=C1)Cl (1-methane sulfonyl-2-(4'-chlorobenzyl)-hexahydro-1,2,4-triazine-3,5-dione). Reaction SMILES: [Cl:1][C:2]1[CH:16]=[CH:15][C:5]([CH2:6][N:7]2[C:12](=[O:13])[NH:11][C:10](=[O:14])[CH2:9][NH:8]2)=[CH:4][CH:3]=1.[CH3:17][S:18](Cl)(=[O:20])=[O:19]>N1C=CC=CC=1>[CH3:17][S:18]([N:8]1[CH2:9][C:10](=[O:14])[NH:11][C:12](=[O:13])[N:7]1[CH2:6][C:5]1[CH:15]=[CH:16][C:2]([Cl:1])=[CH:3][CH:4]=1)(=[O:20])=[O:19]. Procedure: Into a 50 ml round bottomed flask equipped with a calcium chloride drying tube and a magnetic stirrer were placed 5 ml of dry pyridine and 1 g of 2-(4'-chlorobenzyl)-hexahydro-1,2,4-triazine-3,5 dione. The mixture was then stirred and cooled in an ice bath, 0.5 g of methanesulfonyl chloride was added dropwise. After the product had been added the mixture was brought to ambient temperature and stirred for 5 hours. The solvent was then removed in vacuum and the residue was neutralized with dilute ... Run in N1=CC=CC=C1 (pyridine). Reactants: ClC1=CC=C(CN2NCC(NC2=O)=O)C=C1 (2-(4'-chlorobenzyl)-hexahydro-1,2,4-triazine-3,5 dione), CS(=O)(=O)Cl (methanesulfonyl chloride). Starting materials: CCOC(=O)c1cc(-c2ccc(OC)cc2)nn(CC2CCCC2)c1=O, NCc1ccccc1, Cc1ccccc1C. Yields the product COc1ccc(-c2cc(C(=O)NCc3ccccc3)c(=O)n(CC3CCCC3)n2)cc1. Reaction SMILES: [CH:1]1([CH2:6][n:7]2[n:8][c:9](-[c:19]3[cH:20][cH:21][c:22]([O:25][CH3:26])[cH:23][cH:24]3)[cH:10][c:11]([C:14]([O:16][CH2:15][CH3:17])=[O:18])[c:12]2=[O:13])[CH2:2][CH2:3][CH2:4][CH2:5]1.[NH2:27][CH2:28][c:29]1[cH:30][cH:31][cH:32][cH:33][cH:34]1.[c:35]1([CH3:36])[c:37]([CH3:38])[cH:39][cH:40][cH:41][cH:42]1>>[CH:1]1([CH2:6][n:7]2[n:8][c:9](-[c:19]3[cH:20][cH:21][c:22]([O:25][CH3:26])[cH:23][cH:24]3)[cH:10][c:11]([C:14](=[O:16])[NH:27][CH2:28][c:29]3[cH:30][cH:31][cH:32][cH:33][cH:34]3)[c:12]2=[O:13])[CH2:2][CH2:3][CH2:4][CH2:5]1. The reactants are C(C1=CC=CC=C1)NC(C1=CC(=NC=C1)N1C(CCCC1)=O)=O (N-benzyl-2-(2-oxopiperidin-1-yl)isonicotinamide), C[Si](C)(C)[N-][Si](C)(C)C.[Li+] (lithium bis(trimethylsilyl)amide), C(C1=CC=CC=C1)Br (benzyl bromide). Solvent: O1CCCC1 (tetrahydrofuran), O1CCCC1 (tetrahydrofuran), O1CCCC1 (tetrahydrofuran). Conditions: temperature -78 celsius, time 30 minute. Product: C(C1=CC=CC=C1)NC(C1=CC(=NC=C1)N1C(C(CCC1)CC1=CC=CC=C1)=O)=O (N-benzyl-2-(3-benzyl-2-oxopiperidin-1-yl)isonicotinamide). Yield: 33.4%. Reaction SMILES: [CH2:1]([NH:8][C:9](=[O:23])[C:10]1[CH:15]=[CH:14][N:13]=[C:12]([N:16]2[CH2:21][CH2:20][CH2:19][CH2:18][C:17]2=[O:22])[CH:11]=1)[C:2]1[CH:7]=[CH:6][CH:5]=[CH:4][CH:3]=1.C[Si]([N-][Si](C)(C)C)(C)C.[Li+].[CH2:34](Br)[C:35]1[CH:40]=[CH:39][CH:38]=[CH:37][CH:36]=1>O1CCCC1>[CH2:1]([NH:8][C:9](=[O:23])[C:10]1[CH:15]=[CH:14][N:13]=[C:12]([N:16]2[CH2:21][CH2:20][CH2:19][CH:18]([CH2:34][C:35]3[CH:40]=[CH:39][CH:38]=[CH:37][CH:36]=3)[C:17]2=[O:22])[CH:11]=1)[C:2]1[CH:3]=[CH:4][CH:5]=[CH:6][CH:7]=1 |f:1.2|. Procedure: To a solution of N-benzyl-2-(2-oxopiperidin-1-yl)isonicotinamide (0.14 g, 0.45 mmol) in anhydrous tetrahydrofuran (15 mL) was added a solution of lithium bis(trimethylsilyl)amide in tetrahydrofuran (0.52 mL, 0.45 mmol) at −78° C. under nitrogen atmosphere. The resulting solution was stirred for 30 minutes at −78° C., followed by the addition of a solution of benzyl bromide (0.15 g, 0.90 mmol) in anhydrous tetrahydrofuran (5 mL) dropwise at −78° C. The reaction mixture was warmed to ambient tempe... The reactants are CC1=CC=C(C=C1)S(=O)(=O)NCCCCOC1=CC=C(C=C1)N (4-Methyl-N-[4-(4-aminophenoxy)butyl]benzenesulfonamide), COC1OC(CC1)OC (2,5-dimethoxytetrahydrofuran), C(C)(=O)O (acetic acid), C([O-])(O)=O.[Na+] (sodium bicarbonate). Solvent: ClCCl (dichloromethane). Run at temperature -10 celsius. Product: CC1=CC=C(C=C1)S(=O)(=O)NCCCCOC1=CC=C(C=C1)N1C=CC=C1 (4-Methyl-N-[4-[4-(pyrrol-1-yl)phenyloxy]butyl]benzenesulfonamide). Reaction SMILES: [CH3:1][C:2]1[CH:7]=[CH:6][C:5]([S:8]([NH:11][CH2:12][CH2:13][CH2:14][CH2:15][O:16][C:17]2[CH:22]=[CH:21][C:20]([NH2:23])=[CH:19][CH:18]=2)(=[O:10])=[O:9])=[CH:4][CH:3]=1.CO[CH:26]1[CH2:30][CH2:29][CH:28](OC)O1.C(O)(=O)C.C(=O)(O)[O-].[Na+]>ClCCl>[CH3:1][C:2]1[CH:3]=[CH:4][C:5]([S:8]([NH:11][CH2:12][CH2:13][CH2:14][CH2:15][O:16][C:17]2[CH:18]=[CH:19][C:20]([N:23]3[CH:26]=[CH:30][CH:29]=[CH:28]3)=[CH:21][CH:22]=2)(=[O:9])=[O:10])=[CH:6][CH:7]=1 |f:3.4|. Procedure details: A mixture of 3.2 g of 4-methyl-N-[4-(4-aminophenyl-oxy)butyl]benzenesulfonamide (Example 36), 1.5 g of 2,5-dimethoxytetrahydrofuran, and 50 ml of acetic acid is stirred and heated on the steam bath for 16 hours. The reaction mixture is taken to dryness in vacuo. The residue is shaken with 150 ml of dichloromethane and 150 ml of saturated sodium bicarbonate solution. The dichloromethane layer is separated, dried over Na2SO4, and diluted with 100 ml of hexane. The solution is concentrated until tu... Reactants: Cc1nc2ccccc2[nH]1, Cn1c(CN2CCC(C3(O)CCCC3)CC2)nc2c(N3CCOCC3)nc(Cl)nc21. The product is Cc1nc2ccccc2n1-c1nc(N2CCOCC2)c2nc(CN3CCC(C4(O)CCCC4)CC3)n(C)c2n1. As a reaction SMILES: [CH3:1][c:2]1[nH:3][c:4]2[c:5]([n:6]1)[cH:7][cH:8][cH:9][cH:10]2.[Cl:11][c:12]1[n:13][c:14]([N:35]2[CH2:36][CH2:37][O:38][CH2:39][CH2:40]2)[c:15]2[n:16][c:17]([CH2:22][N:23]3[CH2:24][CH2:25][CH:26]([C:29]4([OH:34])[CH2:30][CH2:31][CH2:32][CH2:33]4)[CH2:27][CH2:28]3)[n:18]([CH3:21])[c:19]2[n:20]1>>[CH3:1][c:2]1[n:3](-[c:12]2[n:13][c:14]([N:35]3[CH2:36][CH2:37][O:38][CH2:39][CH2:40]3)[c:15]3[n:16][c:17]([CH2:22][N:23]4[CH2:24][CH2:25][CH:26]([C:29]5([OH:34])[CH2:30][CH2:31][CH2:32][CH2:33]5)[CH2:27][CH2:28]4)[n:18]([CH3:21])[c:19]3[n:20]2)[c:4]2[c:5]([n:6]1)[cH:7][cH:8][cH:9][cH:10]2.